Dataset: the Open Reaction Database (ORD), a public repository of structured organic reaction records. Task: describe an organic reaction: reactants, conditions, products, and yield Starting materials: COC(C1=CN=C(C=C1)C1=NC(=NO1)C)=O (6-(3-methyl-[1,2,4]oxadiazol-5-yl)-nicotinic acid methyl ester), [OH-].[K+] (KOH), Cl (HCl). Run in CO (methanol). Conditions: temperature 70 celsius. The product is CC1=NOC(=N1)C1=NC=C(C(=O)O)C=C1 (6-(3-Methyl-[1,2,4]oxadiazol-5-yl)-nicotinic acid). As a reaction SMILES: C[O:2][C:3](=[O:16])[C:4]1[CH:9]=[CH:8][C:7]([C:10]2[O:14][N:13]=[C:12]([CH3:15])[N:11]=2)=[N:6][CH:5]=1.[OH-].[K+].Cl>CO>[CH3:15][C:12]1[N:11]=[C:10]([C:7]2[CH:8]=[CH:9][C:4]([C:3]([OH:16])=[O:2])=[CH:5][N:6]=2)[O:14][N:13]=1 |f:1.2|. Procedure: To a solution of 6-(3-methyl-[1,2,4]oxadiazol-5-yl)-nicotinic acid methyl ester (54 mg, 0.246 mmol) in methanol (5 mL) was added an aqueous solution of KOH (3M, 0.49 mL, 1.48 mmol) and the mixture was heated at 70° C. for 12 h. The reaction mixture was neutralized under ice cooling with 2M HCl solution. The solvents were evaporated under reduced pressure, co-evaporated three times with toluene and dried under high vacuum. The acid was used crude for the next reaction. MS ISN (m/e): 204.2 [(M−H)−... The reactants are C(C)(=O)OC=1C=2N(C=CC1)C=C(N2)C (8 -acetoxy-2-methylimidazo[l,2-a]pyridine), BrN1C(CCC1=O)=O (N-bromosuccinimide). Run in C(C)(=O)OCC (ethyl acetate), C(C)O (ethanol). Reaction conditions: time 30 minute. Yields the product C(C)(=O)OC=1C=2N(C=CC1)C(=C(N2)C)Br (8-acetoxy-3-bromo-2-methylimidazo[1,2-a]pyridine). Isolated yield 86.9%. As a reaction SMILES: [C:1]([O:4][C:5]1[C:6]2[N:7]([CH:11]=[C:12]([CH3:14])[N:13]=2)[CH:8]=[CH:9][CH:10]=1)(=[O:3])[CH3:2].[Br:15]N1C(=O)CCC1=O>C(O)C.C(OCC)(=O)C>[C:1]([O:4][C:5]1[C:6]2[N:7]([C:11]([Br:15])=[C:12]([CH3:14])[N:13]=2)[CH:8]=[CH:9][CH:10]=1)(=[O:3])[CH3:2]. Procedure: To a solution of 8 -acetoxy-2-methylimidazo[l,2-a]pyridine (100 mg) in ethanol (1 ml) was added N-bromosuccinimide (103 mg) under ice-cooling, and the mixture was stirred for 30 minutes at the same temperature. The mixture was diluted with ethyl acetate and washed with saturated sodium bicarbonate solution, dried over magnesium sulfate and evaporated in vacuo. The residue was purified by preparative thin layer chromatography (ethyl acetate) to give 8-acetoxy-3-bromo-2-methylimidazo[1,2-a]pyridin... The reactants are CO.C(Cl)Cl (MeOH CH2Cl2), C(C(C)C)N1C=NC2=C1C=CC(=C2)N (1-isobutyl-5-aminobenzimidazole), BrBr (Br2). Run in CC(=O)O (AcOH), CC(=O)O (AcOH). The product is C(C(C)C)N1C=NC2=C1C=CC(=C2Br)N (1-Isobutyl-4-bromo-5-aminobenzimidazole). Yield: 35.0%. Reaction SMILES: [CH2:1]([N:5]1[C:9]2[CH:10]=[CH:11][C:12]([NH2:14])=[CH:13][C:8]=2[N:7]=[CH:6]1)[CH:2]([CH3:4])[CH3:3].[Br:15]Br.CO.C(Cl)Cl>CC(O)=O>[CH2:1]([N:5]1[C:9]2[CH:10]=[CH:11][C:12]([NH2:14])=[C:13]([Br:15])[C:8]=2[N:7]=[CH:6]1)[CH:2]([CH3:4])[CH3:3] |f:2.3|. Procedure details: To a solution of 1-isobutyl-5-aminobenzimidazole (2.4 g, 13 mmol) in 20 ml of AcOH was added solution of Br2 in AcOH until it produces a precipitation. The reaction mixture was concentrated in vacuo to provide a brown solid which was subjected to column chromatography (5%) NH, sat'd MeOH/CH2Cl2) to provide 1.2 g (4.5 mmol, 35%) of the product.